The task is: describe an organic reaction: reactants, conditions, products, and yield. This data is from the Open Reaction Database (ORD), a public repository of structured organic reaction records. Reactants: C(CCC)C1=C(C=CC2=CC=C(C=C12)OC)C(=O)O (1-butyl-7-methoxy-2-naphthalenecarboxylic acid), B (borane). Run in O1CCCC1 (tetrahydrofuran), O1CCCC1 (tetrahydrofuran). Conditions: time 8 hour. Product: C(CCC)C1=C(C=CC2=CC=C(C=C12)OC)CO (1-butyl-7-methoxy-2-naphthalenemethanol). Isolated yield 89.8%. RXN SMILES: [CH2:1]([C:5]1[C:14]2[C:9](=[CH:10][CH:11]=[C:12]([O:15][CH3:16])[CH:13]=2)[CH:8]=[CH:7][C:6]=1[C:17](O)=[O:18])[CH2:2][CH2:3][CH3:4].B>O1CCCC1>[CH2:1]([C:5]1[C:14]2[C:9](=[CH:10][CH:11]=[C:12]([O:15][CH3:16])[CH:13]=2)[CH:8]=[CH:7][C:6]=1[CH2:17][OH:18])[CH2:2][CH2:3][CH3:4]. Reported procedure: As in Example 135, 1-butyl-7-methoxy-2-naphthalenecarboxylic acid (2.73 g) in tetrahydrofuran (15 ml) was treated with a solution of borane in tetrahydrofuran (1M; 22 mL) at 0°-5° C. and then mixture was stirred at room temperature overnight. The product was isolated in the usual manner and was crystallized from hexane to give 2.32 g of 1-butyl-7-methoxy-2-naphthalenemethanol, mp 52°-53° C. Anal. Calcd for C16H20O2 : C, 78.65; H, 8.25 Found: C, 78.50; H, 8.12 Reactants: C[Si](C)(C)[N-][Si](C)(C)C.[K+] (potassium bis-(trimethylsilyl)-amide), C(C)OC(CBr)=O (ethylbromoacetate), C(C)OC(=O)N1CCN(CC1)C([C@H](CCO)NC(=O)C1=NC(=NC(=C1)OC1CCCC1)C1=CC=CC=C1)=O (4-{(S)-2-[(6-cyclopentyloxy-2-phenyl-pyrimidine-4-carbonyl)-amino]-4-hydroxy-butyryl}-piperazine-1-carboxylic acid ethyl ester). Solvent: C1CCOC1 (THF). Reaction conditions: temperature 0 celsius, time 1 hour. Product: C(C)OC(=O)N1CCN(CC1)C([C@H](CCOCC(=O)OCC)NC(=O)C1=NC(=NC(=C1)OC1CCCC1)C1=CC=CC=C1)=O (4-{(S)-2-[(6-cyclopentyloxy-2-phenyl-pyrimidine-4-carbonyl)-amino]-4-ethoxycarbonylmethoxy-butyryl}-piperazine-1-carboxylic acid ethyl ester). As a reaction SMILES: [CH2:1]([O:3][C:4]([N:6]1[CH2:11][CH2:10][N:9]([C:12](=[O:38])[C@@H:13]([NH:17][C:18]([C:20]2[CH:25]=[C:24]([O:26][CH:27]3[CH2:31][CH2:30][CH2:29][CH2:28]3)[N:23]=[C:22]([C:32]3[CH:37]=[CH:36][CH:35]=[CH:34][CH:33]=3)[N:21]=2)=[O:19])[CH2:14][CH2:15][OH:16])[CH2:8][CH2:7]1)=[O:5])[CH3:2].C[Si]([N-][Si](C)(C)C)(C)C.[K+].[CH2:49]([O:51][C:52](=[O:55])[CH2:53]Br)[CH3:50]>C1COCC1>[CH2:1]([O:3][C:4]([N:6]1[CH2:7][CH2:8][N:9]([C:12](=[O:38])[C@@H:13]([NH:17][C:18]([C:20]2[CH:25]=[C:24]([O:26][CH:27]3[CH2:28][CH2:29][CH2:30][CH2:31]3)[N:23]=[C:22]([C:32]3[CH:37]=[CH:36][CH:35]=[CH:34][CH:33]=3)[N:21]=2)=[O:19])[CH2:14][CH2:15][O:16][CH2:53][C:52]([O:51][CH2:49][CH3:50])=[O:55])[CH2:10][CH2:11]1)=[O:5])[CH3:2] |f:1.2|. Reported procedure: 4-{(S)-2-[(6-cyclopentyloxy-2-phenyl-pyrimidine-4-carbonyl)-amino]-4-hydroxy-butyryl}-piperazine-1-carboxylic acid ethyl ester (16.8 mg) was dissolved in THF (1 ml) under argon and cooled to 0° C. A solution of potassium bis-(trimethylsilyl)-amide (0.5 M in toluene, 8 μl) and, 5 min later, ethylbromoacetate (5 μl) were added. The mixture was stirred at 0° C. for 1 h and evaporated off. The residue was taken up in water and extracted twice with EA. The org. layers were washed with water, a NaCl s... Reactants: O[C@@H](C)C=1NC(C2=C(N1)N(N=C2)C2CCOCC2)=O (6-[(1S)-1-hydroxyethyl]-1-(tetrahydro-2H-pyran-4-yl)-1,5-dihydro-4H-pyrazolo[3,4-d]pyrimidin-4-one), C(C)(=O)O[C@H](C(=O)NC1=C(C=NN1C1CCOCC1)C(N)=O)C ((1S)-2-{[4-carbamoyl-1-(tetrahydro-2H-pyran-4-yl)-1H-pyrazol-5-yl]amino}-1-methyl-2-oxoethyl acetate). Yields the product C1(CCC1)N1N=CC2=C1N=C(NC2=O)[C@H](C)O (1-cyclobutyl-6-[(1S)-1-hydroxyethyl]-1,5-dihydro-4H-pyrazolo[3,4-d]pyrimidin-4-one). Reaction SMILES: [OH:1][C@H:2]([C:4]1[NH:5][C:6](=[O:19])[C:7]2[CH:12]=[N:11][N:10]([CH:13]3[CH2:18][CH2:17]OC[CH2:14]3)[C:8]=2[N:9]=1)[CH3:3].C(O[C@@H](C)C(NC1N(C2CCOCC2)N=CC=1C(=O)N)=O)(=O)C>>[CH:13]1([N:10]2[C:8]3[N:9]=[C:4]([C@@H:2]([OH:1])[CH3:3])[NH:5][C:6](=[O:19])[C:7]=3[CH:12]=[N:11]2)[CH2:14][CH2:17][CH2:18]1. Reported procedure: Compound C17 was prepared according to the general procedure for the synthesis of C4 in Example 1, except that C16 was used in place of C3. Additionally, in this case the crude product was purified via silica gel chromatography (Eluant: 50:1 chloroform:MeOH), to afford C17 as a solid. Yield 5.70 g, 24.3 mmol, 87%. LCMS m/z 235.3 (M+1). 1H NMR (400 MHz, CDCl3) δ 1.64 (d, J=6.6 Hz, 3H), 1.91 (m, 2H), 2.44 (m, 2H), 2.75 (m, 2H), 4.26 (br s, 1H), 4.89 (q, J=6.6 Hz, 1H), 5.25 (m, 1H), 8.06 (s, 1H), 1... Reactants: N1CCC2N1CC=1C=CC=CC21 (2,3,3a,8-tetrahydro-1H-pyrazolo[5,1-a]isoindole), Cl.C(C)(OCC)=N (ethyl acetimidate hydrochloride), C(C)O (ethanol). Reaction SMILES: [NH:1]1[N:5]2[CH2:6][C:7]3[CH:8]=[CH:9][CH:10]=[CH:11][C:12]=3[CH:4]2[CH2:3][CH2:2]1.[ClH:13].[C:14](=[NH:19])([O:16]CC)[CH3:15].C([OH:22])C>>[ClH:13].[C:15]1(=[O:22])[N:19]([N:1]2[N:5]3[CH2:6][C:7]4[CH:8]=[CH:9][CH:10]=[CH:11][C:12]=4[CH:4]3[CH2:3][CH2:2]2)[C:14]1=[O:16] |f:1.2,4.5|. Yields the product Cl.C1(C(N1N1CCC2N1CC=1C=CC=CC21)=O)=O (1-Acetimido-2,3,3a,8-tetrahydro-1H-pyrazolo[5,1-a]isoindole hydrochloride). Reported procedure: 3.1 g (0.019 mol) of 2,3,3a,8-tetrahydro-1H-pyrazolo[5,1-a]isoindole and 3.3 g (0.03 mol) of ethyl acetimidate hydrochloride in 100 ml of absolute ethanol are stirred at room temperature for 15 hours. After removing the ethanol, the residue of 1-acetimido-2,3,3a,8-tetrahydro-1H-pyrazolo[5,1-a]isoindole hydrochloride is crystallised using ethyl acetate/isopropanol. Melting point 255°-257° C. (decomposition).